Dataset: the Open Reaction Database (ORD), a public repository of structured organic reaction records. Task: describe an organic reaction: reactants, conditions, products, and yield The reactants are CC(C(=O)C12C3C(OC(C3C(C=C1)O2)=O)=O)(C)C (1-(2,2-Dimethyl-propionyl)-4,10-dioxa-tricyclo[5.2.1.02,6]dec-8-ene-3,5-dione), OS(=O)(=O)O (H2SO4). Conditions: time 5 minute. Product: OC1=C2C(C(=O)OC2=O)=CC=C1 (3-hydroxyphthalic anhydride). Yield: 73.0%. As a reaction SMILES: CC(C)(C)C([C:5]12[O:14][CH:11]([CH:12]=[CH:13]1)[CH:10]1[CH:6]2[C:7](=[O:16])[O:8][C:9]1=[O:15])=O.OS(O)(=O)=O>>[OH:14][C:11]1[CH:12]=[CH:13][CH:5]=[C:6]2[C:7]([O:8][C:9](=[O:15])[C:10]=12)=[O:16]. Procedure details: Compound 6 (1 mmol, 266 mg) was added in small portions to 98% H2SO4 (2 ml) at 15° C. The cream colored mixture was stirred for 5 min and then poured over crushed ice. The precipitated product was filtered off, washed with ice-cold water and dried in a desiccator to afford product 7 (73%). 1H NMR (CD3OD): δ 7.40 (d, 1H, J=8.1) 7.62 (d, 1H, J=6.9), 7.85 (t, 1H, J=7.8). Reactants: C(C)(C)(C)OC(=O)NCCCCNC1=C(C=NC2=CC=CC=C12)[N+](=O)[O-] (4-[4-(tert-butoxycarbonylamino) butylamino]-3-nitroquinoline), CO (methanol). Reagents/catalysts: [C].[Pd] (palladium-carbon). Solvent: C(C)(=O)OCC (ethyl acetate). Conditions: time 8 hour. Product: NC=1C=NC2=CC=CC=C2C1NCCCCNC(=O)OC(C)(C)C (3-amino-4-[4-(tert-butoxycarbonylamino)butylamino]quinoline). Yield: 69.6%. Reaction SMILES: [C:1]([O:5][C:6]([NH:8][CH2:9][CH2:10][CH2:11][CH2:12][NH:13][C:14]1[C:23]2[C:18](=[CH:19][CH:20]=[CH:21][CH:22]=2)[N:17]=[CH:16][C:15]=1[N+:24]([O-])=O)=[O:7])([CH3:4])([CH3:3])[CH3:2].CO>[C].[Pd].C(OCC)(=O)C>[NH2:24][C:15]1[CH:16]=[N:17][C:18]2[C:23]([C:14]=1[NH:13][CH2:12][CH2:11][CH2:10][CH2:9][NH:8][C:6]([O:5][C:1]([CH3:4])([CH3:3])[CH3:2])=[O:7])=[CH:22][CH:21]=[CH:20][CH:19]=2 |f:2.3|. Reported procedure: 1.80 g (5.0 mmol) of 4-[4-(tert-butoxycarbonylamino) butylamino]-3-nitroquinoline) was dissolved to a mixed solvent of 30 ml of methanol and 10 ml of ethyl acetate. 0.5 g of 10% palladium-carbon was added thereto and the mixture was stirred overnight under hydrogen atomosphere. The reaction mixture was filtered and the filtrate was concentrated under reduced pressure. The residue was purified by silica gel column chromatography (chloroform:methanol=50:1 to 10:1 (v/v)) to obtain 1.15 g (3.48 mmol... The reactants are ClC=1C=C(C=CC1Cl)[C@H](CC=O)CN1C=NC=C1 (3(S)-(3,4-dichlorophenyl)-4-(imidazol-1-yl)butan-1-al), [BH4-].[Na+] (Sodium borohydride), ice, Cl (hydrochloric acid), [OH-].[Na+] (sodium hydroxide). Run in C(C)O (ethanol), O (water). Conditions: time 1 hour. Yields the product ClC=1C=C(C=CC1Cl)[C@H](CCO)CN1C=NC=C1 (3(S)-(3,4-dichlorophenyl)-4-(imidazol-1-yl)butan-1-ol). The yield is 31.6%. Reaction SMILES: [BH4-].[Na+].[Cl:3][C:4]1[CH:5]=[C:6]([C@@H:11]([CH2:15][N:16]2[CH:20]=[CH:19][N:18]=[CH:17]2)[CH2:12][CH:13]=[O:14])[CH:7]=[CH:8][C:9]=1[Cl:10].Cl.[OH-].[Na+]>C(O)C.O>[Cl:3][C:4]1[CH:5]=[C:6]([C@@H:11]([CH2:15][N:16]2[CH:20]=[CH:19][N:18]=[CH:17]2)[CH2:12][CH2:13][OH:14])[CH:7]=[CH:8][C:9]=1[Cl:10] |f:0.1,4.5|. Procedure: Sodium borohydride (0.68 g) was added carefully to an ice-cooled solution of 3(S)-(3,4-dichlorophenyl)-4-(imidazol-1-yl)butan-1-al (4.3 g) (see Preparation 97) in ethanol (40 ml) and the mixture stirred at room temperature for one hour before removing the solvent under reduced pressure to give a residue. The residue was suspended in water (30 ml), cooled in an ice-bath and the mixture first acidified to pH1 with 2N aqueous hydrochloric acid solution and then basified to pH14 by addition of 2N aq... Starting materials: CC(C(=O)OCC)C(=O)OCC (diethyl methylmalonate), [H-].[Na+] (sodium hydride), BrCCCCCCCCCCCC (1-bromododecane). The solvent is N1N-dimethyl formamide, DMF, CCOCC (ether). Run at temperature 80 celsius, time 8 hour. Product: C(CCCCCCCCCCC)C(C(=O)OCC)(C(=O)OCC)C (diethyl dodecyl-methylmalonate). The yield is 86.7%. As a reaction SMILES: [CH3:1][CH:2]([C:8]([O:10][CH2:11][CH3:12])=[O:9])[C:3]([O:5][CH2:6][CH3:7])=[O:4].[H-].[Na+].Br[CH2:16][CH2:17][CH2:18][CH2:19][CH2:20][CH2:21][CH2:22][CH2:23][CH2:24][CH2:25][CH2:26][CH3:27]>CCOCC>[CH2:16]([C:2]([CH3:1])([C:3]([O:5][CH2:6][CH3:7])=[O:4])[C:8]([O:10][CH2:11][CH3:12])=[O:9])[CH2:17][CH2:18][CH2:19][CH2:20][CH2:21][CH2:22][CH2:23][CH2:24][CH2:25][CH2:26][CH3:27] |f:1.2|. Procedure details: A solution of 48.72 g (0.277 mol) of diethyl methylmalonate (available from Aldrich Chem. Co., Catalog No. 12,613-6) in 60 ml of N1N-dimethyl formamide (DMF) is added dropwise to a stirred solution of 6.86 g (0.277 mol) of sodium hydride (NaH) in DMF. The reaction mixture is heated during the dropwise addition of a solution of 72.17 g (0.284 mol) of 1-bromododecane (Aldrich Chem. Co., catalog no. B6,555-1) in 60 ml DMF. The reaction is heated to 80° C. and stirred overnight, after which the NaBr... The reactants are OS(=O)(=O)O (H2SO4), ClC1=C(N=CC(=N1)N[C@H]1[C@H](CCCC1)NC([O-])=O)C#N (((1S,2R)-2-((6-chloro-5-cyanopyrazin-2-yl)amino)cyclohexyl)carbamate), FC=1C=NC=C(C1)N (3-fluoro-5-aminopyridine), C([O-])([O-])=O.[Cs+].[Cs+] (cesium carbonate), C=1C=CC(=CC1)P(C=2C=CC=CC2)C3=CC=C4C=CC=CC4=C3C5=C6C=CC=CC6=CC=C5P(C=7C=CC=CC7)C=8C=CC=CC8 (BINAP). The reagents and catalysts are CC(=O)[O-].CC(=O)[O-].[Pd+2] (Pd(OAc)2). Solvent: O (water), C(=O)(C(F)(F)F)O (TFA), O1CCOCC1 (dioxane). Reaction conditions: temperature 110 celsius, time 2 hour. Yields the product N[C@@H]1[C@@H](CCCC1)NC=1N=C(C(=NC1)C(=O)N)NC=1C=NC=C(C1)F (5-(((1R,2S)-2-aminocyclohexyl)amino)-3-((5-fluoropyridin-3-yl)amino)pyrazine-2-carboxamide). Yield: 85.8%. Reaction SMILES: Cl[C:2]1[N:7]=[C:6]([NH:8][C@@H:9]2[CH2:14][CH2:13][CH2:12][CH2:11][C@@H:10]2[NH:15]C(=O)[O-])[CH:5]=[N:4][C:3]=1[C:19]#[N:20].[F:21][C:22]1[CH:23]=[N:24][CH:25]=[C:26]([NH2:28])[CH:27]=1.C(=O)([O-])[O-:30].[Cs+].[Cs+].C1C=CC(P(C2C(C3C(P(C4C=CC=CC=4)C4C=CC=CC=4)=CC=C4C=3C=CC=C4)=C3C(C=CC=C3)=CC=2)C2C=CC=CC=2)=CC=1.OS(O)(=O)=O>O1CCOCC1.C(O)(C(F)(F)F)=O.O.CC([O-])=O.CC([O-])=O.[Pd+2]>[NH2:15][C@H:10]1[CH2:11][CH2:12][CH2:13][CH2:14][C@H:9]1[NH:8][C:6]1[N:7]=[C:2]([NH:28][C:26]2[CH:25]=[N:24][CH:23]=[C:22]([F:21])[CH:27]=2)[C:3]([C:19]([NH2:20])=[O:30])=[N:4][CH:5]=1 |f:2.3.4,10.11.12|. Procedure details: The mixture of tert-tutyl ((1S,2R)-2-((6-chloro-5-cyanopyrazin-2-yl)amino)cyclohexyl)carbamate (100 mg, 0.28 mmol), 3-fluoro-5-aminopyridine (60 mg, 0.56 mmol), powder cesium carbonate (360 mg, 1.12 mmol), BINAP (37 mg, 0.06 mmol), Pd(OAc)2 (14 mg, 0.06 mmol) in 20 mL dioxane was degassed with argon stream. It was stirred in argon atmosphere at 110° C. for 2 h. The mixture was cooled, diluted with 100 mL EtOAc, vigorously stirred, and filtered through celite. The filtrate was concentrated and su...